describe an organic reaction: reactants, conditions, products, and yield From a dataset of the Open Reaction Database (ORD), a public repository of structured organic reaction records. Starting materials: [N-]=[N+]=[N-].[Na+] (Sodium azide), COC(C1=CC(=C(C=C1)CBr)F)=O (4-bromomethyl-3-fluorobenzoic acid methyl ester). Run in CCOC(=O)C (EtOAc), CN(C)C=O (DMF). Conditions: time 18 hour. Product: COC(C1=CC(=C(C=C1)CN=[N+]=[N-])F)=O (4-Azidomethyl-3-fluorobenzoic Acid Methyl Ester). Isolated yield 100.0%. RXN SMILES: [N-:1]=[N+:2]=[N-:3].[Na+].[CH3:5][O:6][C:7](=[O:17])[C:8]1[CH:13]=[CH:12][C:11]([CH2:14]Br)=[C:10]([F:16])[CH:9]=1>CN(C=O)C.CCOC(C)=O>[CH3:5][O:6][C:7](=[O:17])[C:8]1[CH:13]=[CH:12][C:11]([CH2:14][N:1]=[N+:2]=[N-:3])=[C:10]([F:16])[CH:9]=1 |f:0.1|. Procedure: Sodium azide (609 mg) was added to a solution of 4-bromomethyl-3-fluorobenzoic acid methyl ester from Example E3.2 (2.1 g, 8.5 mmol) in DMF (30 ml). The mixture was stirred for 18 h, diluted with EtOAc, washed with water and brine and concentrated in vacuo to give a colourless oil identified as the title compound (1.8 g, 100%). Reaction SMILES: [NH2:1][C:2]1[N:7]2[N:8]=[C:9]([C:11]3[O:12][CH:13]=[CH:14][CH:15]=3)[N:10]=[C:6]2[CH:5]=[C:4](Cl)[N:3]=1.[NH:17]1[CH2:22][CH2:21][NH:20][CH2:19][CH2:18]1>CS(C)=O>[NH2:1][C:2]1[N:7]2[N:8]=[C:9]([C:11]3[O:12][CH:13]=[CH:14][CH:15]=3)[N:10]=[C:6]2[CH:5]=[C:4]([N:17]2[CH2:22][CH2:21][NH:20][CH2:19][CH2:18]2)[N:3]=1. Starting materials: NC1=NC(=CC=2N1N=C(N2)C=2OC=CC2)Cl (5-Amino-7-chloro-2-(2-furyl)[1,2,4]triazolo[1,5-c]pyrimidine), N1CCNCC1 (piperazine). The solvent is CS(=O)C (DMSO). Yield: 77.9%. Procedure: Into 180 mL of DMSO, 10.5 g (44.6 mmol) of Compound E and 19.2 g (223 mmol) of piperazine were dissolved, followed by stirring at 150° C. for about 2 hours. After completion of the reaction, the solvent was evaporated under reduced pressure, water was added to the residue, and the mixture was extracted with chloroform. The organic layer was washed with water and brine, and then dried over anhydrous magnesium sulfate. After evaporation of the solvent, the resulting residue was purified by silica ... Conditions: temperature 150 celsius, time 2 hour. Yields the product NC1=NC(=CC=2N1N=C(N2)C=2OC=CC2)N2CCNCC2 (5-Amino-2-(2-furyl)-7-piperazinyl[1,2,4]triazolo[1,5-c]pyrimidine).